The task is: describe an organic reaction: reactants, conditions, products, and yield. This data is from the Open Reaction Database (ORD), a public repository of structured organic reaction records. Reactants: NC1=C(C=CC=C1)CN(NC)C1=CC=CC=C1 (1-[(2-aminophenyl)methyl]-2-methyl-1-phenylhydrazine), C(C)(OCC)(OCC)OCC (triethyl orthoacetate), Cl (HCl), C(C)#N (acetonitrile). The product is Cl.CC1=NC2=C(CN(N1C)C1=CC=CC=C1)C=CC=C2 (4,5-dihydro-2,3-dimethyl-4-phenyl-3H-1,3,4-benzotriazepine hydrochloride). The yield is 60.0%. RXN SMILES: N[C:2]1[CH:7]=[CH:6][CH:5]=[CH:4][C:3]=1[CH2:8][N:9]([C:12]1[CH:17]=[CH:16][CH:15]=[CH:14][CH:13]=1)[NH:10][CH3:11].C(OCC)(OCC)(OCC)C.[ClH:29].[C:30](#[N:32])[CH3:31]>>[ClH:29].[CH3:31][C:30]1[N:10]([CH3:11])[N:9]([C:12]2[CH:13]=[CH:14][CH:15]=[CH:16][CH:17]=2)[CH2:8][C:3]2[CH:2]=[CH:7][CH:6]=[CH:5][C:4]=2[N:32]=1 |f:4.5|. Procedure details: To a solution of 3.5 g (0.0154 m) of 1-[(2-aminophenyl)methyl]-2-methyl-1-phenylhydrazine of Example 9c in 40 ml of acetonitrile and 4.87 g (0.03 m) of triethyl orthoacetate was added sufficient ethereal HCl to make the solution acidic. The mixture was refluxed 5.5 hours. The solvents were evaporated and the residue was partitioned between 10% NaOH and ether. The ether extract was washed with water, dried (Na2SO4) and filtered. The product was precipitated with ethereal HCl to afford 2.63 g (60%... Reaction SMILES: [NH2:1][CH2:2][C:3]1([N:9]([CH3:11])[CH3:10])[CH2:8][CH2:7][CH2:6][CH2:5][CH2:4]1.[Cl:12][C:13]1[CH:14]=[C:15]([CH:19]=[CH:20][C:21]=1[Cl:22])[C:16](Cl)=[O:17]>N1C=CC=CC=1>[ClH:12].[Cl:12][C:13]1[CH:14]=[C:15]([CH:19]=[CH:20][C:21]=1[Cl:22])[C:16]([NH:1][CH2:2][C:3]1([N:9]([CH3:11])[CH3:10])[CH2:8][CH2:7][CH2:6][CH2:5][CH2:4]1)=[O:17] |f:3.4|. Yields the product Cl.ClC=1C=C(C(=O)NCC2(CCCCC2)N(C)C)C=CC1Cl (1-(3,4-dichlorobenzamidomethyl)-cyclohexyldimethylamine hydrochloride). Solvent: N1=CC=CC=C1 (pyridine). Run at time 1 hour. Starting materials: NCC1(CCCCC1)N(C)C (1-aminomethylcyclohexyl dimethylamine), ClC=1C=C(C(=O)Cl)C=CC1Cl (3,4-dichlorobenzoyl chloride). Procedure: A mixture of 1-aminomethylcyclohexyl dimethylamine (1.0 g.), 3,4-dichlorobenzoyl chloride (2 ml) and pyridine (10 ml) was allowed to stand at room temp. for 1 hr. The pale yellow solid produced was filtered and recrystallised from ethanol/ether to give a colourless microneedles of 1-(3,4-dichlorobenzamidomethyl)-cyclohexyldimethylamine hydrochloride m.p. 215°-16° . Reactants: [N+](#[C-])CC(=O)OCC (Ethyl isocyanoacetate), BrC(C(=O)OCC=C)(C)C (allyl 2-bromo-2-methylpropionate), CS(=O)C (methyl sulfoxide). Run in C(C)OCC (diethyl ether). Conditions: time 2 hour. The product is C(C)OC(C(C(C(=O)OCC=C)(C)C)[N+]#[C-])=O (3-isocyano-2,2-dimethyl-succinic acid 1-allyl ester 4-ethyl ester). As a reaction SMILES: [N+:1]([CH2:3][C:4]([O:6][CH2:7][CH3:8])=[O:5])#[C-:2].Br[C:10]([CH3:18])([CH3:17])[C:11]([O:13][CH2:14][CH:15]=[CH2:16])=[O:12].CS(C)=O>C(OCC)C>[CH2:7]([O:6][C:4](=[O:5])[CH:3]([N+:1]#[C-:2])[C:10]([CH3:18])([CH3:17])[C:11]([O:13][CH2:14][CH:15]=[CH2:16])=[O:12])[CH3:8]. Procedure: Ethyl isocyanoacetate (2.19 g, 19.4 mmol) and allyl 2-bromo-2-methylpropionate (4.40 g, 21.3 mmol) are dissolved in diethyl ether (50 mL) and methyl sulfoxide (50 mL) with stirring. In a separate flask sodium hydride (775 mg of 60% dispersion in mineral oil) is rinsed with hexane and suspended in diethyl ether (10 mL). The suspension is added dropwise to the stirring solution and an additional methyl sulfoxide (50 mL) is added to the mixture. The reaction is stirred for 2 hours at room temperatu... The reactants are CCOC(=O)C1=C(NC(=C(C1C=2C=CC=C(C2)[N+](=O)[O-])C(=O)OC)C)C (Nitrendipine), 1,4-dihydro-2,6dimethyl-4-(3-nitrophenyl-3,5-pyridinedicarboxylic acid 2-methoxyethyl 1-methylethyl ester), CC1=C(C(C(=C(N1)C)C(=O)OC(C)C)C2=CC=CC=3C2=NON3)C(=O)OC (Isradipine), CC1=C(C(C(=C(N1)C)C(=O)OC(C)C)C=2C=CC=C(C2)[N+](=O)[O-])C(=O)OCCOC (Nimodipine), CCOC(=O)C1=C(N(C(=C(C1C=2C=CC=CC2C(F)(F)F)C(=O)OCC)C)CCN3CCOCC3)C (Flordipine), CC1=C(C(C(=C(N1)C#N)C(=O)OC)C=2C=CC=C(C2)[N+](=O)[O-])C(=O)OC(C)C (Nilvadipine), COC(=O)C=1C(C(=C(NC1C)COCCN)C(=O)OCC)C1=C(C=CC=C1)Cl (Amlodipine), CC1=C(C(C(=C(N1)C)C(=O)OCC(C)C)C=2C=CC=CC2[N+](=O)[O-])C(=O)OC (Nisoldipine), CCOC(=O)C1=C(NC(=C(C1C=2C=CC=C(C2Cl)Cl)C(=O)OC)C)C (Felodipine), CCCOCCOC(=O)C1=C(NC(=C(C1C=2C=CC=C(C2)[N+](=O)[O-])C(=O)OCCOCCC)C)C (Niludipine). Product: CC1=C(C(C(=C(N1)C)C(=O)OCCN(C)CC=2C=CC=CC2)C=3C=CC=C(C3)[N+](=O)[O-])C(=O)OC (Nicardipine). As a reaction SMILES: [CH3:1][CH2:2][O:3][C:4]([C:6]1[CH:11]([C:12]2[CH:13]=[CH:14][CH:15]=[C:16]([N+:18]([O-:20])=[O:19])[CH:17]=2)[C:10]([C:21]([O:23][CH3:24])=[O:22])=[C:9]([CH3:25])[NH:8][C:7]=1[CH3:26])=[O:5].CC1NC(C)=C(C(OCC(C)C)=O)[CH:30]([C:42]2[CH:43]=[CH:44][CH:45]=[CH:46][C:47]=2[N+]([O-])=O)C=1C(OC)=O.CCOC(C1C(C2C=CC=C(Cl)C=2Cl)C(C(OC)=O)=C(C)[NH:62][C:61]=1C)=O.CC1NC(C)=C(C(OC(C)C)=O)C(C2C=CC=C([N+]([O-])=O)C=2)C=1C(OCCOC)=O.CCCOCCOC(C1C(C2C=CC=C([N+]([O-])=O)C=2)C(C(OCCOCCC)=O)=C(C)NC=1C)=O.COC(C1C(C2C=CC=CC=2Cl)C(C(OCC)=O)=C(COCCN)NC=1C)=O.CCOC(C1C(C2C=CC=CC=2C(F)(F)F)C(C(OCC)=O)=C(C)N(CCN2CCOCC2)C=1C)=O.CC1NC(C#N)=C(C(OC)=O)C(C2C=CC=C([N+]([O-])=O)C=2)C=1C(OC(C)C)=O.CC1NC(C)=C(C(OC(C)C)=O)C(C2C3=NON=C3C=CC=2)C=1C(OC)=O>>[CH3:25][C:9]1[NH:8][C:7]([CH3:26])=[C:6]([C:4]([O:3][CH2:2][CH2:1][N:62]([CH2:30][C:42]2[CH:47]=[CH:46][CH:45]=[CH:44][CH:43]=2)[CH3:61])=[O:5])[CH:11]([C:12]2[CH:13]=[CH:14][CH:15]=[C:16]([N+:18]([O-:20])=[O:19])[CH:17]=2)[C:10]=1[C:21]([O:23][CH3:24])=[O:22]. Reported procedure: Nitrendipine (1,4-dihydro-2,6-dimethyl-4-(3-nitrophenyl)-3,5-phyridindicarboxylic acid ethyl methyl ester); Nisoldipine (1,4-dihydro-2,6-dimethyl-4-(2-nitrophenyl)-3,5-pyridinedicarboxylic acid methyl 2-methylpropyl ester); Felodipine (4-(2,3-dichlorophenyl)-1,4dihydro-2,6-dimethyl-3,5-pyridinedicarboxylic acid ethyl methyl ester); Nimodipine (1,4-dihydro-2,6dimethyl-4-(3-nitrophenyl-3,5-pyridinedicarboxylic acid 2-methoxyethyl 1-methylethyl ester); Niludipine; Amlodipine (2-((2-aminoethoxy)meth... Starting materials: CCN=C=NCCCN(C)C (WSC), CC1=CC=CC(=N1)C(=O)O (6-Methylpicolinic acid), N1(CCNCC1)C(=O)OC(C)(C)C (t-butyl piperazine-1-carboxylate), C=1C=CC2=C(C1)N=NN2O (HOBt). The solvent is CN(C)C=O (DMF). Reaction conditions: time 15 minute. Yields the product CC1=CC=CC(=N1)C(=O)N1CCN(CC1)C(=O)OC(C)(C)C (t-butyl 4-(6-methylpyridine-2-carbonyl)piperazine-1-carboxylate). Yield: 95.5%. RXN SMILES: [CH3:1][C:2]1[N:7]=[C:6]([C:8]([OH:10])=O)[CH:5]=[CH:4][CH:3]=1.[N:11]1([C:17]([O:19][C:20]([CH3:23])([CH3:22])[CH3:21])=[O:18])[CH2:16][CH2:15][NH:14][CH2:13][CH2:12]1.C1C=CC2N(O)N=NC=2C=1.CCN=C=NCCCN(C)C>CN(C=O)C>[CH3:1][C:2]1[N:7]=[C:6]([C:8]([N:14]2[CH2:13][CH2:12][N:11]([C:17]([O:19][C:20]([CH3:23])([CH3:22])[CH3:21])=[O:18])[CH2:16][CH2:15]2)=[O:10])[CH:5]=[CH:4][CH:3]=1. Procedure: 6-Methylpicolinic acid (2.15 g) and t-butyl piperazine-1-carboxylate (3.21 g) was dissolved in 45 mL of DMF, and 4.24 g of HOBt was added to the solution at ice temperature. After stirring for 15 minutes, additionally 3.0 g of WSC was added thereto and the mixture was stirred at room temperature overnight. After the solvent was removed under reduced pressure from the reaction mixture, then water was added to the residue and the mixture was extracted with ethyl acetate. The organic layer was wash... Reactants: acid chloride, N1CCCCC1 (Piperidine), [H-].[Na+] (sodium hydride), N-(3,5-dichloro-1-oxido-4-pyridinio)acetamide, CN(C=O)C (dimethylformamide). Conditions: time 2 hour. Product: (±)-N-(3,5-dichloro-1-oxido-4-pyridinio)-5-methoxy, N1=C(C=CC=C1)C(=O)N (pyridine-2-carboxamide). Reaction SMILES: [H-].[Na+].[NH:3]1[CH2:8][CH2:7][CH2:6][CH2:5][CH2:4]1.C[N:10](C)[CH:11]=[O:12]>>[N:3]1[CH:8]=[CH:7][CH:6]=[CH:5][C:4]=1[C:11]([NH2:10])=[O:12] |f:0.1|. Reported procedure: Meanwhile sodium hydride (150 mg of a 60% dispersion in mineral oil) is added to a solution of N-(3,5-dichloro-1-oxido-4-pyridinio)acetamide (663 mg) in dimethylformamide (20 mL) and the mixture stirred for 2 hours. The mixture is then added to the solution of the acid chloride and stirring continued for 3 hours. Piperidine (0.26 mL) is added and stirring continued for a further 4 hours. After concentrating in vacuo the residue is dissolved in dichloromethane, the mixture filtered, the filtrate ... Reactants: ClC1=CC=C(S1)C(=O)NCC=1N=CN(C1)C1=CC=C(C=C1)I (5-chloro-N-((1-(4-iodophenyl)-1H-imidazol-4-yl)methyl)thiophene-2-carboxamide), FC=1C(=NC(NC1)=O)N (5-fluorocytosine), OC=1C=CC=C2C=CC=NC12 (8-hydroxyquinoline), C(=O)([O-])[O-].[K+].[K+] (K2CO3). The reagents and catalysts are [Cu]I (CuI). The solvent is CS(=O)C (DMSO). Run at temperature 130 celsius. Yields the product NC1=NC(N(C=C1F)C1=CC=C(C=C1)N1C=NC(=C1)CNC(=O)C=1SC(=CC1)Cl)=O (N-((1-(4-(4-amino-5-fluoro-2-oxopyrimidin-1(2H)-yl)phenyl)-1H-imidazol-4-yl)methyl)-5-chlorothiophene-2-carboxamide). The yield is 18.7%. RXN SMILES: [Cl:1][C:2]1[S:6][C:5]([C:7]([NH:9][CH2:10][C:11]2[N:12]=[CH:13][N:14]([C:16]3[CH:21]=[CH:20][C:19](I)=[CH:18][CH:17]=3)[CH:15]=2)=[O:8])=[CH:4][CH:3]=1.[F:23][C:24]1[C:25]([NH2:31])=[N:26][C:27](=[O:30])[NH:28][CH:29]=1.OC1C=CC=C2C=1N=CC=C2.C([O-])([O-])=O.[K+].[K+]>CS(C)=O.[Cu]I>[NH2:31][C:25]1[C:24]([F:23])=[CH:29][N:28]([C:19]2[CH:20]=[CH:21][C:16]([N:14]3[CH:15]=[C:11]([CH2:10][NH:9][C:7]([C:5]4[S:6][C:2]([Cl:1])=[CH:3][CH:4]=4)=[O:8])[N:12]=[CH:13]3)=[CH:17][CH:18]=2)[C:27](=[O:30])[N:26]=1 |f:3.4.5|. Procedure: A mixture of 5-chloro-N-((1-(4-iodophenyl)-1H-imidazol-4-yl)methyl)thiophene-2-carboxamide 1-6 (80 mg, 0.18 mmol), 5-fluorocytosine (60 mg, 0.46 mmol), 8-hydroxyquinoline (12 mg, 0.083 mmol) and K2CO3 (60 mg, 0.43 mmol) in DMSO (2 mL) was degassed with Ar before being charged with CuI (15 mg, 0.079 mmol). The mixture in a sealed tube was heated at 130° C. overnight. The mixture was then purified by HPLC to give the titled compound (15 mg). MS 445.2 and 447.2 (M+H, Cl pattern).